The task is: describe an organic reaction: reactants, conditions, products, and yield. This data is from the Open Reaction Database (ORD), a public repository of structured organic reaction records. Starting materials: C(C)(C)(C)OC(CN1CCC(=CC1)C1=CC(=C(C=C1)[N+](=O)[O-])OC)=O ([4-(3-Methoxy-4-nitro-phenyl)-3,6-dihydro-2H-pyridin-1-yl]-acetic acid tert-butyl ester), CO (methanol). Reagents/catalysts: [Pd] (Palladium on Carbon). Run at time 3 hour. Yields the product C(C)(C)(C)OC(CN1CCC(CC1)C1=CC(=C(C=C1)N)OC)=O ([4-(4-Amino-3-methoxy-phenyl)-piperidin-1-yl]-acetic acid tert-butyl ester). As a reaction SMILES: [C:1]([O:5][C:6](=[O:25])[CH2:7][N:8]1[CH2:13][CH:12]=[C:11]([C:14]2[CH:19]=[CH:18][C:17]([N+:20]([O-])=O)=[C:16]([O:23][CH3:24])[CH:15]=2)[CH2:10][CH2:9]1)([CH3:4])([CH3:3])[CH3:2].CO>[Pd]>[C:1]([O:5][C:6](=[O:25])[CH2:7][N:8]1[CH2:9][CH2:10][CH:11]([C:14]2[CH:19]=[CH:18][C:17]([NH2:20])=[C:16]([O:23][CH3:24])[CH:15]=2)[CH2:12][CH2:13]1)([CH3:4])([CH3:3])[CH3:2]. Procedure details: To a solution of [4-(3-Methoxy-4-nitro-phenyl)-3,6-dihydro-2H-pyridin-1-yl]-acetic acid tert-butyl ester (145 mg, 0.416 mmol) in methanol (15 mL, 370 mmol) was added 10% Palladium on Carbon (50% Wet, 44.3 mg, 0.0208 mmol). The mixture was shaken in a Parr apparatus under an atmosphere of Hydrogen (50 PSI) for 3 h. Filtration through Celite and evaporation of the solvent provided crude [4-(4-Amino-3-methoxy-phenyl)-piperidin-1-yl]-acetic acid tert-butyl ester, which was used without further purif... Conditions: temperature 50 celsius, time 1 hour. As a reaction SMILES: O[C:2]1[CH:7]=[CH:6][C:5]([C:8]2([C:14]3[CH:19]=[CH:18][C:17]([OH:20])=[C:16]([CH3:21])[CH:15]=3)[CH2:13][CH2:12][CH2:11][CH2:10][CH2:9]2)=[CH:4][C:3]=1[CH3:22].[OH-:23].[Na+].[OH2:25].[CH2:26]=[O:27].[C:28]1(C)C=CC=CC=1>C(OCC)(=O)C.C(O)(=O)C>[OH:23][C:21]1[C:18]([CH3:28])=[CH:19][C:14]([C:8]2([C:5]3[CH:4]=[C:3]([CH3:22])[C:2]([OH:25])=[C:7]([CH2:26][OH:27])[CH:6]=3)[CH2:9][CH2:10][CH2:11][CH2:12][CH2:13]2)=[CH:15][C:16]=1[CH2:17][OH:20] |f:1.2|. The product is OC1=C(C=C(C=C1C)C1(CCCCC1)C1=CC(=C(C(=C1)C)O)CO)CO (1,1-bis(4-hydroxy-3-hydroxymethyl-5-methylphenyl)-cyclohexane). Isolated yield 100.0%. Starting materials: OC1=C(C=C(C=C1)C1(CCCCC1)C1=CC(=C(C=C1)O)C)C (1,1-bis(4-hydroxy-3-methylphenyl)-cyclohexane), [OH-].[Na+] (sodium hydroxide), O (water), C=O (formaldehyde), C1(=CC=CC=C1)C (toluene). Reported procedure: Into a 100 ml four-necked flask were charged 23.71 g of 1,1-bis(4-hydroxy-3-methylphenyl)-cyclohexane["Bis-OC--Z" manufactured by Honshu Kagaku Co., Ltd.], 4.48 g of sodium hydroxide and 44.8 g of water. While stirring at 50° C., 25.97 g of 37% formaldehyde was added dropwise thereto over 1 hour, and the reaction was conducted for 1 more hour. After completion of the reaction, 11 g of 90% aqueous acetic acid solution was added for neutralization and then the mixture was cooled to 25° C. Thereaft... The solvent is C(C)(=O)O (acetic acid), C(C)(=O)OCC (ethyl acetate). Reactants: C(C)OC(CO[C@@H]1[C@]2(C)[C@@H](CC1)[C@@H]1CC=C3NC(CC[C@]3(C)[C@H]1CC2)=O)=O (4-azaandrost-5-en-3-on-17β-yloxyacetic acid ethyl ester). The reagents and catalysts are [Pt]=O (platinum oxide). Run in C(C)(=O)O (acetic acid). The product is C[C@@]12[C@H](CC[C@H]1[C@@H]1CC[C@H]3NC(CC[C@]3(C)[C@H]1CC2)=O)OCC(=O)OCC (ethyl 5α-4-azaandrostan-3-on-17β-yloxyacetate). As a reaction SMILES: [CH2:1]([O:3][C:4](=[O:27])[CH2:5][O:6][C@H:7]1[CH2:12][CH2:11][C@H:10]2[C@H:13]3[C@H:23]([CH2:24][CH2:25][C@:8]12[CH3:9])[C@:21]1([CH3:22])[C:16]([NH:17][C:18](=[O:26])[CH2:19][CH2:20]1)=[CH:15][CH2:14]3)[CH3:2]>C(O)(=O)C.[Pt]=O>[CH3:9][C@:8]12[CH2:25][CH2:24][C@H:23]3[C@@H:13]([CH2:14][CH2:15][C@@H:16]4[C@:21]3([CH3:22])[CH2:20][CH2:19][C:18](=[O:26])[NH:17]4)[C@@H:10]1[CH2:11][CH2:12][C@@H:7]2[O:6][CH2:5][C:4]([O:3][CH2:1][CH3:2])=[O:27]. Procedure details: The product of Step D, above, and platinum oxide (35 mg) in glacial acetic acid (2 ml) was hydrogenated at 40 psi for 22.5 hours. The mixture was filtered through a pad of celite. The filtrate was concentrated and the residue purified via preparative TLC using one silica gel plate (1000μ) developed with EtOAc to give the title product (Rf=0.22; mp 170°-172° C.). Starting materials: ClC=1C(=CC(=NC1)F)C1=NC(=CC=C1)OCC1=CC(=CC=C1)F (5′-chloro-2′-fluoro-6-(3-fluorobenzyloxy)-2,4′-bipyridine), TEA, N[C@@H]1CC[C@H](CC1)CNC(OC(C)(C)C)=O (tert-butyl (trans-4-aminocyclohexyl)methylcarbamate), Cl (HCl), O1CCOCC1 (Dioxane). Solvent: CS(=O)C (DMSO). Reaction conditions: temperature 102.5 celsius, time 40 hour. The product is NC[C@@H]1CC[C@H](CC1)NC1=NC=C(C(=C1)C1=NC(=CC=C1)OCC1=CC(=CC=C1)F)Cl (N-(trans-4-(aminomethyl)cyclohexyl)-5′-chloro-6-(3-fluorobenzyloxy)-2,4′-bipyridin-2′-amine). Yield: 71.3%. RXN SMILES: [Cl:1][C:2]1[C:3]([C:9]2[CH:14]=[CH:13][CH:12]=[C:11]([O:15][CH2:16][C:17]3[CH:22]=[CH:21][CH:20]=[C:19]([F:23])[CH:18]=3)[N:10]=2)=[CH:4][C:5](F)=[N:6][CH:7]=1.[NH2:24][C@H:25]1[CH2:30][CH2:29][C@H:28]([CH2:31][NH:32]C(=O)OC(C)(C)C)[CH2:27][CH2:26]1.Cl.O1CCOCC1>CS(C)=O>[NH2:32][CH2:31][C@H:28]1[CH2:29][CH2:30][C@H:25]([NH:24][C:5]2[CH:4]=[C:3]([C:9]3[CH:14]=[CH:13][CH:12]=[C:11]([O:15][CH2:16][C:17]4[CH:22]=[CH:21][CH:20]=[C:19]([F:23])[CH:18]=4)[N:10]=3)[C:2]([Cl:1])=[CH:7][N:6]=2)[CH2:26][CH2:27]1. Procedure: To 5′-chloro-2′-fluoro-6-(3-fluorobenzyloxy)-2,4′-bipyridine (30 mg, 0.090 mmol) was added DMSO (0.8 ml), TEA (0.025 ml, 0.180 mmol), and tert-butyl (trans-4-aminocyclohexyl)methylcarbamate (41.2 mg, 0.180 mmol). The reaction mixture was flushed with argon and stirred at 100-105° C. for 40 hr. Formation of the intermediate product tert-butyl(trans-4-(5′-chloro-6-(3-fluorobenzyloxy)-2,4′-bipyridin-2′-yl-amino)cyclohexyl)methylcarbamate was indicated by LCMS. (LCMS (m/z): 541.4 (MH+), retention ti...